From a dataset of the Open Reaction Database (ORD), a public repository of structured organic reaction records. describe an organic reaction: reactants, conditions, products, and yield Conditions: temperature 150 celsius, time 30 minute. Reported procedure: 3-Methyl-2-(methylsulfonyl)-3H-imidazo[4,5-b]pyridine (600 mg) was added to a solution of 3-(4-hydroxyphenyl)-1,7-dimethyl-1,3-dihydro-2H-imidazo[4,5-b]pyridin-2-one (725 mg) and potassium tert-butoxide (351 mg) in DMA (4 ml) at 20° C. The mixture was stirred at 150° C. under a dry atmosphere for 30 min. The reaction mixture was diluted with MeOH and concentrated in vacuo. The residue was purified by column chromatography (NH silica gel, eluted with 0%-50% EtOAc in hexane) to give 1,7-dimethyl-3... Starting materials: CN1C(=NC=2C1=NC=CC2)S(=O)(=O)C (3-Methyl-2-(methylsulfonyl)-3H-imidazo[4,5-b]pyridine), OC1=CC=C(C=C1)N1C(N(C=2C1=NC=CC2C)C)=O (3-(4-hydroxyphenyl)-1,7-dimethyl-1,3-dihydro-2H-imidazo[4,5-b]pyridin-2-one), CC(C)([O-])C.[K+] (potassium tert-butoxide). As a reaction SMILES: [CH3:1][N:2]1[C:6]2=[N:7][CH:8]=[CH:9][CH:10]=[C:5]2[N:4]=[C:3]1S(C)(=O)=O.[OH:15][C:16]1[CH:21]=[CH:20][C:19]([N:22]2[C:26]3=[N:27][CH:28]=[CH:29][C:30]([CH3:31])=[C:25]3[N:24]([CH3:32])[C:23]2=[O:33])=[CH:18][CH:17]=1.CC(C)([O-])C.[K+]>CC(N(C)C)=O.CO>[CH3:32][N:24]1[C:25]2[C:26](=[N:27][CH:28]=[CH:29][C:30]=2[CH3:31])[N:22]([C:19]2[CH:18]=[CH:17][C:16]([O:15][C:3]3[N:2]([CH3:1])[C:6]4=[N:7][CH:8]=[CH:9][CH:10]=[C:5]4[N:4]=3)=[CH:21][CH:20]=2)[C:23]1=[O:33] |f:2.3|. Product: CN1C(N(C2=NC=CC(=C21)C)C2=CC=C(C=C2)OC2=NC=1C(=NC=CC1)N2C)=O (1,7-dimethyl-3-{4-[(3-methyl-3H-imidazo[4,5-b]pyridin-2-yl)oxy]phenyl}-1,3-dihydro-2H-imidazo[4,5-b]pyridin-2-one). Solvent: CC(=O)N(C)C (DMA), CO (MeOH). The yield is 13.7%. The reactants are COC1=C(C=CC(=C1)C(=O)O)C1=C(C=CC=C1)C(F)(F)F (2-Methoxy-2′-trifluoromethyl-[1,1′-biphenyl]-4-carboxylic acid), C(C)(C)N(C(C)C)CC (N,N-diisopropylethyl amine), S(=O)(Cl)Cl (thionyl chloride), C=1C=CN2C1CNC1=C(C2)C=CC=C1 (10,11-dihydro-5H-pyrrolo[2,1-c][1,4]benzodiazepine). The reagents and catalysts are CN(C=O)C (N,N-dimethylformamide). Run in C1(=CC=CC=C1)C (toluene). Conditions: temperature 70 celsius, time 1 hour. The product is C=1C=CN2C1CN(C1=C(C2)C=CC=C1)C(=O)C1=CC(=C(C=C1)C1=C(C=CC=C1)C(F)(F)F)OC ((10,11-Dihydro-5H-pyrrolo[2,1-c][1,4] benzodiazepin-10-yl)-(2-methoxy-2′-trifluoromethyl-[1,1′-biphenyl]-4-yl)-methanone). Isolated yield 50.3%. Reaction SMILES: [CH3:1][O:2][C:3]1[CH:8]=[C:7]([C:9](O)=[O:10])[CH:6]=[CH:5][C:4]=1[C:12]1[CH:17]=[CH:16][CH:15]=[CH:14][C:13]=1[C:18]([F:21])([F:20])[F:19].S(Cl)(Cl)=O.[CH:26]1[CH:27]=[CH:28][N:29]2[CH2:35][C:34]3[CH:36]=[CH:37][CH:38]=[CH:39][C:33]=3[NH:32][CH2:31][C:30]=12.C(N(CC)C(C)C)(C)C>CN(C)C=O.C1(C)C=CC=CC=1>[CH:26]1[CH:27]=[CH:28][N:29]2[CH2:35][C:34]3[CH:36]=[CH:37][CH:38]=[CH:39][C:33]=3[N:32]([C:9]([C:7]3[CH:6]=[CH:5][C:4]([C:12]4[CH:17]=[CH:16][CH:15]=[CH:14][C:13]=4[C:18]([F:21])([F:20])[F:19])=[C:3]([O:2][CH3:1])[CH:8]=3)=[O:10])[CH2:31][C:30]=12. Procedure details: The 2-methoxy-2′-trifluoromethyl-[1,1′-biphenyl]-4-carboxylic acid of Step C (1.6 g, 5.40 mmol) was added to a flask containing toluene (30 mL), thionyl chloride (1.4 mL) and one drop of N,N-dimethylformamide. The solution was stirred at 70° C. for 1 hour and then concentrated in vacuo. The residue was diluted with dichloromethane (40 mL) and to this solution was added 10,11-dihydro-5H-pyrrolo[2,1-c][1,4]benzodiazepine (0.94 g, 5.16 mmol). After the solution became homogeneous, N,N-diisopropylet... Starting materials: O=C(c1ccc(-c2ccc(OCCCCl)cc2)cc1)N1CCCC1, OC1CCCNC1. Product: O=C(c1ccc(-c2ccc(OCCCN3CCCC(O)C3)cc2)cc1)N1CCCC1. As a reaction SMILES: [Cl:1][CH2:2][CH2:3][CH2:4][O:5][c:6]1[cH:7][cH:8][c:9](-[c:12]2[cH:13][cH:14][c:15]([C:18](=[O:19])[N:20]3[CH2:21][CH2:22][CH2:23][CH2:24]3)[cH:16][cH:17]2)[cH:10][cH:11]1.[NH:25]1[CH2:26][CH:27]([OH:31])[CH2:28][CH2:29][CH2:30]1>>[CH2:2]([CH2:3][CH2:4][O:5][c:6]1[cH:7][cH:8][c:9](-[c:12]2[cH:13][cH:14][c:15]([C:18](=[O:19])[N:20]3[CH2:21][CH2:22][CH2:23][CH2:24]3)[cH:16][cH:17]2)[cH:10][cH:11]1)[N:25]1[CH2:26][CH:27]([OH:31])[CH2:28][CH2:29][CH2:30]1. Starting materials: [BH4-], CC(=O)O[BH-](OC(C)=O)OC(C)=O, ClCCl, CC(=O)O, Cc1cc(N)sc1C(=O)N(C)CCN(C)C(=O)OC(C)(C)C, [Na+], [Na+], CN(CCN1CCC(OC(=O)Nc2ccccc2-c2ccccc2)CC1)C(=O)CCCCC=O. The product is Cc1cc(NCCCCCC(=O)N(C)CCN2CCC(OC(=O)Nc3ccccc3-c3ccccc3)CC2)sc1C(=O)N(C)CCN(C)C(=O)OC(C)(C)C. As a reaction SMILES: [BH4-:71].[C:57]([O:58][BH-:59]([O:60][C:61](=[O:62])[CH3:63])[O:64][C:65](=[O:66])[CH3:67])(=[O:68])[CH3:69].[CH2:73]([Cl:74])[Cl:75].[CH3:76][C:77](=[O:78])[OH:79].[NH2:35][c:36]1[cH:37][c:38]([CH3:56])[c:39]([C:41](=[O:42])[N:43]([CH2:44][CH2:45][N:46]([C:47]([O:48][C:49]([CH3:50])([CH3:51])[CH3:52])=[O:53])[CH3:54])[CH3:55])[s:40]1.[Na+:70].[Na+:72].[c:1]1(-[c:29]2[cH:30][cH:31][cH:32][cH:33][cH:34]2)[c:2]([NH:7][C:8]([O:9][CH:10]2[CH2:11][CH2:12][N:13]([CH2:16][CH2:17][N:18]([C:19]([CH2:20][CH2:21][CH2:22][CH2:23][CH:24]=[O:25])=[O:26])[CH3:27])[CH2:14][CH2:15]2)=[O:28])[cH:3][cH:4][cH:5][cH:6]1>>[c:1]1(-[c:29]2[cH:30][cH:31][cH:32][cH:33][cH:34]2)[c:2]([NH:7][C:8]([O:9][CH:10]2[CH2:11][CH2:12][N:13]([CH2:16][CH2:17][N:18]([C:19]([CH2:20][CH2:21][CH2:22][CH2:23][CH2:24][NH:35][c:36]3[cH:37][c:38]([CH3:56])[c:39]([C:41](=[O:42])[N:43]([CH2:44][CH2:45][N:46]([C:47]([O:48][C:49]([CH3:50])([CH3:51])[CH3:52])=[O:53])[CH3:54])[CH3:55])[s:40]3)=[O:26])[CH3:27])[CH2:14][CH2:15]2)=[O:28])[cH:3][cH:4][cH:5][cH:6]1. The product is NC=1C=C(C(=O)OCCCCCCCCCCCCCC)C=CC1OC (Tetradecyl 3-Amino-4-methoxybenzoate). Conditions: temperature 25 celsius, time 30 minute. Run in O (water), C(C)(=O)OCC (ethyl acetate). Procedure: 16.7 g (0.1 mol) of 3-amino-4-methoxybenzoic acid was added to 50 ml of N,N-dimethylformamide. Then 13.8 g (0.1 mol) of potassium carbonate was added to the solution obtained above, and the resulting mixture was stirred in the temperature range of from 20 to 30° C. for 30 min. 30.5 g (0.11 mol) of tetradecyl bromide was poured into the solution thus obtained, and the resulting solution was heated to 80° C., and allowed to react at the temperature for 1 hour. After completing the reaction, 50 ml ... Starting materials: C(CCCCCCCCCCCCC)Br (tetradecyl bromide), NC=1C=C(C(=O)O)C=CC1OC (3-amino-4-methoxybenzoic acid), CN(C=O)C (N,N-dimethylformamide), C([O-])([O-])=O.[K+].[K+] (potassium carbonate). The yield is 91.1%. Reaction SMILES: [NH2:1][C:2]1[CH:3]=[C:4]([CH:8]=[CH:9][C:10]=1[O:11][CH3:12])[C:5]([OH:7])=[O:6].CN(C)C=O.C(=O)([O-])[O-].[K+].[K+].[CH2:24](Br)[CH2:25][CH2:26][CH2:27][CH2:28][CH2:29][CH2:30][CH2:31][CH2:32][CH2:33][CH2:34][CH2:35][CH2:36][CH3:37]>O.C(OCC)(=O)C>[NH2:1][C:2]1[CH:3]=[C:4]([CH:8]=[CH:9][C:10]=1[O:11][CH3:12])[C:5]([O:7][CH2:37][CH2:36][CH2:35][CH2:34][CH2:33][CH2:32][CH2:31][CH2:30][CH2:29][CH2:28][CH2:27][CH2:26][CH2:25][CH3:24])=[O:6] |f:2.3.4|. Reactants: COc1ccc(C(=O)O)c2sc(N3CCOCC3)nc12, CN([SiH](C)C)[Si](C)(C)C, CN(C)C=O, ClCCl, Cn1ncc(C#N)c1N, [Na]. The product is COc1ccc(C(=O)Nc2c(C#N)cnn2C)c2sc(N3CCOCC3)nc12. Reaction SMILES: [CH3:1][O:2][c:3]1[cH:4][cH:5][c:6]([C:18](=[O:19])[OH:20])[c:7]2[c:8]1[n:9][c:10]([N:12]1[CH2:13][CH2:14][O:15][CH2:16][CH2:17]1)[s:11]2.[CH3:30][SiH:31]([CH3:32])[N:33]([CH3:34])[Si:35]([CH3:36])([CH3:37])[CH3:38].[CH3:43][N:44]([CH3:45])[CH:46]=[O:47].[Cl:40][CH2:41][Cl:42].[NH2:21][c:22]1[c:23]([C:28]#[N:29])[cH:24][n:25][n:26]1[CH3:27].[Na:39]>>[CH3:1][O:2][c:3]1[cH:4][cH:5][c:6]([C:18](=[O:20])[NH:21][c:22]2[c:23]([C:28]#[N:29])[cH:24][n:25][n:26]2[CH3:27])[c:7]2[c:8]1[n:9][c:10]([N:12]1[CH2:13][CH2:14][O:15][CH2:16][CH2:17]1)[s:11]2. The reactants are CC1=C(C(C(=O)O)O)C=C(C(=C1)C)C (2,4,5-trimethylmandelic acid), Cl (hydrochloric acid), red phosphorus. Run in C(C)(=O)O (acetic acid), C(C)(=O)O (acetic acid). Reaction conditions: temperature 100 celsius. Product: CC1=C(C=C(C(=C1)C)C)CC(=O)O (2,4,5-Trimethylphenylacetic Acid). Yield: 100.5%. RXN SMILES: [CH3:1][C:2]1[CH:12]=[C:11]([CH3:13])[C:10]([CH3:14])=[CH:9][C:3]=1[CH:4](O)[C:5]([OH:7])=[O:6].Cl>C(O)(=O)C>[CH3:1][C:2]1[CH:12]=[C:11]([CH3:13])[C:10]([CH3:14])=[CH:9][C:3]=1[CH2:4][C:5]([OH:7])=[O:6]. Procedure details: A mixture of 69.9 g of 2,4,5-trimethylmandelic acid, 38.3 g of 36% hydrochloric acid, 11.2 g of red phosphorus and 6 g of KI in 270 ml of glacial acetic acid is heated to 100° C. for 16 hours. Subsequently, the mixture is diluted at room temperature with 150 ml of glacial acetic acid. The excess of phosphorus is filtered off with suction and washed three times with 50 ml of glacial acetic acid. The filtrate is admixed with 150 ml of water and the acetic acid is substantially removed by rotary ev... Starting materials: C1CCOC1, CS(C)=O, C[S+](C)C, CC(=O)c1ccc(Cl)cc1, [H-], [I-], [Na+], O. Product: CC1(c2ccc(Cl)cc2)CO1. Reaction SMILES: [CH2:22]1[O:23][CH2:24][CH2:25][CH2:26]1.[CH3:1][S:2]([CH3:3])=[O:4].[CH3:8][S+:9]([CH3:10])[CH3:11].[Cl:12][c:13]1[cH:14][cH:15][c:16]([C:19]([CH3:20])=[O:21])[cH:17][cH:18]1.[H-:6].[I-:7].[Na+:5].[OH2:27]>>[CH3:8][C:19]1([c:16]2[cH:15][cH:14][c:13]([Cl:12])[cH:18][cH:17]2)[CH2:20][O:21]1.